From a dataset of the Open Reaction Database (ORD), a public repository of structured organic reaction records. describe an organic reaction: reactants, conditions, products, and yield The reactants are NC1=CC=C(C=C1)C(C#N)C (2-(4-aminophenyl) propionitrile), N(=O)[O-].[Na+] (sodium nitrite), S(O)(O)(=O)=O (sulphuric acid). Run in O (water), Cl (hydrochloric acid), O (water). Reaction conditions: time 20 minute. Yields the product OC1=CC=C(C=C1)C(C#N)C (2-(4-hydroxyphenyl) propionitrile). Yield: 81.0%. RXN SMILES: N[C:2]1[CH:7]=[CH:6][C:5]([CH:8]([CH3:11])[C:9]#[N:10])=[CH:4][CH:3]=1.N([O-])=[O:13].[Na+].S(=O)(=O)(O)O>Cl.O>[OH:13][C:2]1[CH:7]=[CH:6][C:5]([CH:8]([CH3:11])[C:9]#[N:10])=[CH:4][CH:3]=1 |f:1.2|. Procedure details: Finely ground 2-(4-aminophenyl) propionitrile (73 g., 0.5 mole) was suspended in concentrated hydrochloric acid (125 ml.). The stirred suspension was diazotised at 0° - 5°C by the dropwise addition of a solution of sodium nitrite (36.23 g., 0.525 mole) in water (60 ml.) during 1 - 2 hours. The almost clear solution was stirred for a further 20 minutes at 5° - 10°C, then poured into a stirred, boiling solution of concentrated sulphuric acid (250 ml.) in water (2.5 l.). After 6 minutes it was cool... Procedure details: Mix 7.9 g (0.02 mol) of (S)-1-(3-hydroxyphenyl)-N,N-dimethyl-N—((S)-1-phenylethyl)ethanaminium iodide (formula VIII) with 180 ml of acetonitrile, 1.7 g (0.03 mol) of potassium hydroxide, 3.6 (0.03 mol) ethyl(methyl)carbamic chloride and 0.1 g of macrogol 400 at room temperature, heat it to 60° C. and react it for 12 hours. After it is cooled to room temperature, filter it and reduce the pressure to recover the solvent and receive 10.2 g of red-brown liquid to be directly used in the next reactio... The solvent is C(CO)O (macrogol 400). Conditions: temperature 60 celsius. The reactants are [I-].OC=1C=C(C=CC1)[C@H](C)[N+]([C@@H](C)C1=CC=CC=C1)(C)C ((S)-1-(3-hydroxyphenyl)-N,N-dimethyl-N—((S)-1-phenylethyl)ethanaminium iodide), [I-].OC=1C=C(C=CC1)[C@H](C)[N+]([C@@H](C)C1=CC=CC=C1)(C)C ((S)-1-(3-hydroxyphenyl)-N,N-dimethyl-N—((S)-1-phenylethyl)ethanaminium iodide), C(C)#N (acetonitrile), [OH-].[K+] (potassium hydroxide), 3.6, C(C)N(C(=O)Cl)C (ethyl(methyl)carbamic chloride). Yields the product [I-].C(C)N(C(=O)OC=1C=C(C=CC1)[C@H](C)[N+]([C@@H](C)C1=CC=CC=C1)(C)C)C ((S)-1-(3-(ethyl(methyl)carbamoyloxy)phenyl)-N,N-dimethyl-N—((S)-1-phenylethyl)ethanaminium iodide). RXN SMILES: [I-:1].[OH:2][C:3]1[CH:4]=[C:5]([C@@H:9]([N+:11]([CH3:21])([CH3:20])[C@H:12]([C:14]2[CH:19]=[CH:18][CH:17]=[CH:16][CH:15]=2)[CH3:13])[CH3:10])[CH:6]=[CH:7][CH:8]=1.C(#N)C.[OH-].[K+].[CH2:27]([N:29]([CH3:33])[C:30](Cl)=[O:31])[CH3:28]>C(O)CO>[I-:1].[CH2:27]([N:29]([CH3:33])[C:30]([O:2][C:3]1[CH:4]=[C:5]([C@@H:9]([N+:11]([CH3:21])([CH3:20])[C@H:12]([C:14]2[CH:19]=[CH:18][CH:17]=[CH:16][CH:15]=2)[CH3:13])[CH3:10])[CH:6]=[CH:7][CH:8]=1)=[O:31])[CH3:28] |f:0.1,3.4,7.8|. The reactants are CCCCN1C(=O)C(Cl)=C(c2ccccc2)S1(=O)=O, NCCc1ccccc1. Yields the product CCCCN1C(=O)C(NCCc2ccccc2)=C(c2ccccc2)S1(=O)=O. As a reaction SMILES: [CH2:1]([CH2:2][CH2:3][CH3:4])[N:5]1[S:6](=[O:18])(=[O:19])[C:7]([c:12]2[cH:13][cH:14][cH:15][cH:16][cH:17]2)=[C:8]([Cl:11])[C:9]1=[O:10].[NH2:20][CH2:21][CH2:22][c:23]1[cH:24][cH:25][cH:26][cH:27][cH:28]1>>[CH2:1]([CH2:2][CH2:3][CH3:4])[N:5]1[S:6](=[O:18])(=[O:19])[C:7]([c:12]2[cH:13][cH:14][cH:15][cH:16][cH:17]2)=[C:8]([NH:20][CH2:21][CH2:22][c:23]2[cH:24][cH:25][cH:26][cH:27][cH:28]2)[C:9]1=[O:10]. Starting materials: CCCCCC, CCOC(C)=O, O=S(=O)(Cl)c1ccc(Cl)cc1, Nc1ccc(C(=O)Nc2cccc(C=C3SC(=O)NC3=O)c2)cc1, c1ccncc1. Product: O=C1NC(=O)C(=Cc2cccc(NC(=O)c3ccc(NS(=O)(=O)c4ccc(Cl)cc4)cc3)c2)S1. RXN SMILES: [CH3:36][CH2:37][CH2:38][CH2:39][CH2:40][CH3:41].[CH3:48][CH2:49][O:50][C:51]([CH3:52])=[O:53].[Cl:25][c:26]1[cH:27][cH:28][c:29]([S:32](=[O:33])(=[O:34])[Cl:35])[cH:30][cH:31]1.[NH2:1][c:2]1[cH:3][cH:4][c:5]([C:6](=[O:7])[NH:8][c:9]2[cH:10][c:11]([CH:15]=[C:16]3[C:17](=[O:22])[NH:18][C:19](=[O:21])[S:20]3)[cH:12][cH:13][cH:14]2)[cH:23][cH:24]1.[cH:42]1[cH:43][cH:44][n:45][cH:46][cH:47]1>>[NH:1]([c:2]1[cH:3][cH:4][c:5]([C:6](=[O:7])[NH:8][c:9]2[cH:10][c:11]([CH:15]=[C:16]3[C:17](=[O:22])[NH:18][C:19](=[O:21])[S:20]3)[cH:12][cH:13][cH:14]2)[cH:23][cH:24]1)[S:32]([c:29]1[cH:28][cH:27][c:26]([Cl:25])[cH:31][cH:30]1)(=[O:33])=[O:34]. Starting materials: CC(C)(C)OC(=O)CBr, O=C([O-])O, C1CCOC1, [H-], [Na+], [Na+], O, OCc1cccnc1. Yields the product CC(C)(C)OC(=O)COCc1cccnc1. Reaction SMILES: [Br:11][CH2:12][C:13](=[O:14])[O:15][C:16]([CH3:17])([CH3:18])[CH3:19].[C:20](=[O:21])([OH:22])[O-:23].[CH2:25]1[O:26][CH2:27][CH2:28][CH2:29]1.[H-:1].[Na+:24].[Na+:2].[OH2:30].[n:3]1[cH:4][c:5]([CH2:9][OH:10])[cH:6][cH:7][cH:8]1>>[n:3]1[cH:4][c:5]([CH2:9][O:10][CH2:12][C:13](=[O:14])[O:15][C:16]([CH3:17])([CH3:18])[CH3:19])[cH:6][cH:7][cH:8]1.